Task: describe an organic reaction: reactants, conditions, products, and yield. Dataset: the Open Reaction Database (ORD), a public repository of structured organic reaction records Starting materials: O=C([O-])[O-], CI, [K+], [K+], CN(C)C=O, CCOC(=O)C(C)(C)Oc1ccc(C(=NO)c2cccs2)cc1. Product: CCOC(=O)C(C)(C)Oc1ccc(C(=NOC)c2cccs2)cc1. RXN SMILES: [C:31](=[O:32])([O-:33])[O-:34].[CH3:1][I:2].[K+:35].[K+:36].[O:26]=[CH:27][N:28]([CH3:29])[CH3:30].[s:3]1[c:4]([C:8]([c:9]2[cH:10][cH:11][c:12]([O:13][C:14]([C:15](=[O:16])[O:17][CH2:18][CH3:19])([CH3:20])[CH3:21])[cH:22][cH:23]2)=[N:24][OH:25])[cH:5][cH:6][cH:7]1>>[CH3:1][O:25][N:24]=[C:8]([c:4]1[s:3][cH:7][cH:6][cH:5]1)[c:9]1[cH:10][cH:11][c:12]([O:13][C:14]([C:15](=[O:16])[O:17][CH2:18][CH3:19])([CH3:20])[CH3:21])[cH:22][cH:23]1. The reactants are N1C(=NC=C1)C=O (1H-imidazole-2-carboaldehyde), CN1C(CCC1)=O (N-methylpyrrolidone), BrCCC (1-bromopropane), C([O-])([O-])=O.[K+].[K+] (potassium carbonate). The product is C(CC)N1C(=NC=C1)C=O (1-propyl-1H-imidazole-2-carboaldehyde). As a reaction SMILES: [NH:1]1[CH:5]=[CH:4][N:3]=[C:2]1[CH:6]=[O:7].CN1C[CH2:12][CH2:11][C:10]1=O.BrCCC.C(=O)([O-])[O-].[K+].[K+]>O>[CH2:10]([N:1]1[CH:5]=[CH:4][N:3]=[C:2]1[CH:6]=[O:7])[CH2:11][CH3:12] |f:3.4.5|. Procedure: To 1H-imidazole-2-carboaldehyde (800 mg), N-methylpyrrolidone (10 mL) was added, followed by dissolution with heating. To this solution, 1-bromopropane (2.05 g) and potassium carbonate (1.15 g) were added. The reaction solution was stirred at 40° C. for 12 hours. To the reaction solution, water (10 mL) was added. The aqueous layer was extracted twice with ethyl acetate. The organic layers were combined, washed with saturated brine and then dried over anhydrous sodium sulfate and concentrated und... Reaction conditions: temperature 40 celsius, time 12 hour. Solvent: O (water). Reactants: O.[Cl-].[Na+].O (water brine), CC1N(C2=CC=CC=C2C(C1)C(=O)O)C(C1=CC=C(C=C1)C(F)(F)F)=O (2-methyl-1-(4-trifluoromethyl-benzoyl)-1,2,3,4-tetrahydro-quinoline-4-carboxylic acid), CCN=C=NCCCN(C)C (EDCI), C(C)NC1=CC=C(C=C1)Cl (N-ethyl-p-chloroaniline). Solvent: N1=CC=CC=C1 (pyridine). Conditions: time 19 hour. The product is ClC1=CC=C(C=C1)N(C(=O)[C@H]1C[C@@H](N(C2=CC=CC=C12)C(C1=CC=C(C=C1)C(F)(F)F)=O)C)CC ((±)-trans-2-methyl-1-(4-trifluoromethyl-benzoyl)-1,2,3,4-tetrahydro-quinoline-4-carboxylic acid (4-chloro-phenyl)-ethyl-amide). The yield is 39.0%. Reaction SMILES: [CH3:1][CH:2]1[CH2:11][CH:10]([C:12](O)=[O:13])[C:9]2[C:4](=[CH:5][CH:6]=[CH:7][CH:8]=2)[N:3]1[C:15](=[O:26])[C:16]1[CH:21]=[CH:20][C:19]([C:22]([F:25])([F:24])[F:23])=[CH:18][CH:17]=1.[CH2:27]([NH:29][C:30]1[CH:35]=[CH:34][C:33]([Cl:36])=[CH:32][CH:31]=1)[CH3:28].CCN=C=NCCCN(C)C.O.[Cl-].[Na+].O>N1C=CC=CC=1>[Cl:36][C:33]1[CH:34]=[CH:35][C:30]([N:29]([CH2:27][CH3:28])[C:12]([C@@H:10]2[C:9]3[C:4](=[CH:5][CH:6]=[CH:7][CH:8]=3)[N:3]([C:15](=[O:26])[C:16]3[CH:17]=[CH:18][C:19]([C:22]([F:24])([F:25])[F:23])=[CH:20][CH:21]=3)[C@@H:2]([CH3:1])[CH2:11]2)=[O:13])=[CH:31][CH:32]=1 |f:3.4.5.6|. Reported procedure: A round bottom flask with magnetic stirrer was charged with 2-methyl-1-(4-trifluoromethyl-benzoyl)-1,2,3,4-tetrahydro-quinoline-4-carboxylic acid (886 mg, 2.44 mmol) in anhydrous pyridine (25.0 mL). To the reaction was added N-ethyl-p-chloroaniline (0.410 mL, 2.95 mmol), followed by EDCI (833 mg, 4.34 mmol). The reaction was stirred at room temperature under an argon atmosphere for 18-20 hours. The reaction was poured into a 1:1 mixture of water/brine (50 mL) and extracted with ethyl acetate (3×... Starting materials: [O-]C#N.[K+] (Potassium cyanate), C(C)(=O)O (acetic acid), CC1=CC(=NC(=C1)NC1=NC=CC(=C1)C(F)(F)F)C=1C=NC(=CC1)NC1CCNCC1 (4-methyl-N6′-(piperidin-4-yl)-N6-(4-(trifluoromethyl)pyridin-2-yl)-2,3′-bipyridine-6,6′-diamine). Solvent: C1CCOC1 (THF). Reaction conditions: time 16 hour. Product: CC1=CC(=NC(=C1)NC1=NC=CC(=C1)C(F)(F)F)C=1C=NC(=CC1)NC1CCN(CC1)C(=O)N (4-(4-methyl-6-(4-(trifluoromethyl)pyridin-2-ylamino)-2,3′-bipyridin-6′-ylamino)piperidine-1-carboxamide). Reaction SMILES: [O-:1][C:2]#[N:3].[K+].C(O)(=O)C.[CH3:9][C:10]1[CH:15]=[C:14]([NH:16][C:17]2[CH:22]=[C:21]([C:23]([F:26])([F:25])[F:24])[CH:20]=[CH:19][N:18]=2)[N:13]=[C:12]([C:27]2[CH:28]=[N:29][C:30]([NH:33][CH:34]3[CH2:39][CH2:38][NH:37][CH2:36][CH2:35]3)=[CH:31][CH:32]=2)[CH:11]=1>C1COCC1>[CH3:9][C:10]1[CH:15]=[C:14]([NH:16][C:17]2[CH:22]=[C:21]([C:23]([F:25])([F:26])[F:24])[CH:20]=[CH:19][N:18]=2)[N:13]=[C:12]([C:27]2[CH:28]=[N:29][C:30]([NH:33][CH:34]3[CH2:39][CH2:38][N:37]([C:2]([NH2:3])=[O:1])[CH2:36][CH2:35]3)=[CH:31][CH:32]=2)[CH:11]=1 |f:0.1|. Procedure details: Potassium cyanate (9.47 mg, 0.117 mmol), acetic acid (0.017 mL, 0.292 mmol), 4-methyl-N6′-(piperidin-4-yl)-N6-(4-(trifluoromethyl)pyridin-2-yl)-2,3′-bipyridine-6,6′-diamine (25 mg, 0.058 mmol), and THF (1 mL) were combined. The mixture was stirred at room temperature for 16 hours. The crude solution was purified via reverse phase high pressure liquid chromatography to afford 4-(4-methyl-6-(4-(trifluoromethyl)pyridin-2-ylamino)-2,3′-bipyridin-6′-ylamino)piperidine-1-carboxamide. MS ESI calcd. for... Reactants: CC(C)[S-].[Na+] (sodium 2-propanethiolate), [N+](=O)([O-])C1=C(CCl)C=CC=C1 (2-nitrobenzylchloride), CC(C)[S-].[Na+] (sodium 2-propanethiolate). The solvent is C(C)#N (acetonitrile), C(C)#N (acetonitrile). Run at temperature 35 celsius, time 16 hour. Yields the product C(C)(C)SCC1=C(C=CC=C1)[N+](=O)[O-] (1-[1-(isopropylthio)methyl]-2-nitrobenzene). Yield: 55.8%. As a reaction SMILES: [N+:1]([C:4]1[CH:11]=[CH:10][CH:9]=[CH:8][C:5]=1[CH2:6]Cl)([O-:3])=[O:2].[CH3:12][CH:13]([S-:15])[CH3:14].[Na+]>C(#N)C>[CH:13]([S:15][CH2:6][C:5]1[CH:8]=[CH:9][CH:10]=[CH:11][C:4]=1[N+:1]([O-:3])=[O:2])([CH3:14])[CH3:12] |f:1.2|. Reported procedure: In a 250 ml three-necked flask equipped with a stirrer, dropping funnel and thermometer, 17.2 g (0.1 mol) 2-nitrobenzylchloride in 20 ml acetonitrile are added dropwise to 10.3 g (0.105 mol) sodium 2-propanethiolate in 75 ml acetonitrile, with cooling to maintain the temperature at 30-40° C. The suspension is stirred for another 16 hours at 40-50° C. To complete the reaction, another 6 g sodium 2-propanethiolate (0.061 mol) are added and stirring is continued another 24 hours at 40-50° C. The re... Reactants: C(#N)C1=CC=C(CN2C=NC=C2CO)C=C1 (1-(4-Cyanobenzyl)-5-(hydroxymethyl)-imidazole), S(=O)(Cl)Cl (thionyl chloride). Reaction conditions: time 8 hour. The product is Cl.C(#N)C1=CC=C(CN2C=NC=C2CCl)C=C1 (1-(4-cyanobenzyl)-5-chloromethylimidazole hydrochloride salt). RXN SMILES: [C:1]([C:3]1[CH:16]=[CH:15][C:6]([CH2:7][N:8]2[C:12]([CH2:13]O)=[CH:11][N:10]=[CH:9]2)=[CH:5][CH:4]=1)#[N:2].S(Cl)([Cl:19])=O>>[ClH:19].[C:1]([C:3]1[CH:16]=[CH:15][C:6]([CH2:7][N:8]2[C:12]([CH2:13][Cl:19])=[CH:11][N:10]=[CH:9]2)=[CH:5][CH:4]=1)#[N:2] |f:2.3|. Reported procedure: A mixture of 1-(4-cyanobenzyl)-5-hydroxymethylimidazole (10.8 g, 50.70 mmol; Example 1, Step D) and thionyl chloride (70 mL, 960 mmol) was stirred at room temp. overnight under a calcium chloride drying tube. The resultant mixture was concentrated under vacuum, and residual thionyl chloride was removed by co-evaporation with toluene. The residue was recrystallized from boiling methanol. After cooling to room temp., the white solid precipitated was obtained by filtration, and residual solvent was... Reactants: CS(C)=O, CC1(C)Oc2ccc(C#N)cc2C(O)C1Br, [H-], [Na+]. The product is CC1(C)Oc2ccc(C#N)cc2C2OC21. RXN SMILES: [CH3:19][S:20]([CH3:21])=[O:22].[CH3:3][C:4]1([CH3:18])[O:5][c:6]2[cH:7][cH:8][c:9]([C:16]#[N:17])[cH:10][c:11]2[CH:12]([OH:15])[CH:13]1[Br:14].[H-:2].[Na+:1]>>[CH3:3][C:4]1([CH3:18])[O:5][c:6]2[cH:7][cH:8][c:9]([C:16]#[N:17])[cH:10][c:11]2[CH:12]2[CH:13]1[O:15]2. The reactants are OC1=C(C(=O)C2=C(C=C(C=C2)O)O)C=CC(=C1)O (2,2′,4,4′-tetrahydroxybenzophenone), C(C)(=O)[O-].[Na+] (sodium acetate), OCCNN (2-hydroxyethylhydrazine). Product: OC1=CC=C2C(=NN(C2=C1)CCO)C1=C(C=C(C=C1)O)O (4-[6-hydroxy-1-(2-hydroxyethyl)-1H-indazol-3-yl]benzene-1,3-diol). Yield: 14.0%. Reaction SMILES: O[C:2]1[CH:17]=[C:16]([OH:18])[CH:15]=[CH:14][C:3]=1[C:4]([C:6]1[CH:11]=[CH:10][C:9]([OH:12])=[CH:8][C:7]=1[OH:13])=O.C([O-])(=O)C.[Na+].[OH:24][CH2:25][CH2:26][NH:27][NH2:28]>>[OH:18][C:16]1[CH:17]=[C:2]2[C:3]([C:4]([C:6]3[CH:11]=[CH:10][C:9]([OH:12])=[CH:8][C:7]=3[OH:13])=[N:28][N:27]2[CH2:26][CH2:25][OH:24])=[CH:14][CH:15]=1 |f:1.2|. Procedure details: Prepared according to Method B from 2,2′,4,4′-tetrahydroxybenzophenone (0.123 g, 0.5 mmol), sodium acetate (0.164 g, 2 mmol) and 2-hydroxyethylhydrazine (0.085 g, 1.0 mmol) to give 0.020 g of product as a white solid